This data is from the Open Reaction Database (ORD), a public repository of structured organic reaction records. The task is: describe an organic reaction: reactants, conditions, products, and yield RXN SMILES: [CH3:1][S:2][CH2:3][CH2:4][CH:5]([NH:36]C(OC(C)(C)C)=O)[C:6]([NH:8][CH:9]([C:32]([O:34][CH3:35])=[O:33])[CH2:10][C:11]1[CH:31]=[CH:30][C:14]([O:15][C:16]2[CH:29]=[CH:28][C:19]([CH:20]=[C:21]3[S:25][C:24](=[O:26])[NH:23][C:22]3=[O:27])=[CH:18][CH:17]=2)=[CH:13][CH:12]=1)=[O:7].[ClH:44]>ClCCl>[ClH:44].[CH3:1][S:2][CH2:3][CH2:4][CH:5]([NH2:36])[C:6]([NH:8][CH:9]([C:32]([O:34][CH3:35])=[O:33])[CH2:10][C:11]1[CH:12]=[CH:13][C:14]([O:15][C:16]2[CH:17]=[CH:18][C:19]([CH:20]=[C:21]3[S:25][C:24](=[O:26])[NH:23][C:22]3=[O:27])=[CH:28][CH:29]=2)=[CH:30][CH:31]=1)=[O:7] |f:3.4|. Solvent: ClCCl (dichloromethane). The yield is 80.6%. Procedure: A solution of 5-[4-(4-(2-(4-methylthio-2-t-butoxycarbonylaminobutyramido)-2-methoxycarbonylethyl)phenoxy)benzylidene]thiazolidin-2,4-dione (1.38 g, 2.2 mmol) in dichloromethane (30 ml) was bubbled with HCl gas at −10° C. for 80 minutes. The excess HCl gas was removed by N2 bubbling and the solvent was removed by distillation to furnish the title compound (1 g, yield 80.6%). The reactants are CSCCC(C(=O)NC(CC1=CC=C(OC2=CC=C(C=C3C(NC(S3)=O)=O)C=C2)C=C1)C(=O)OC)NC(=O)OC(C)(C)C (5-[4-(4-(2-(4-methylthio-2-t-butoxycarbonylaminobutyramido)-2-methoxycarbonylethyl)phenoxy)benzylidene]thiazolidin-2,4-dione), Cl (HCl). The product is Cl.CSCCC(C(=O)NC(CC1=CC=C(OC2=CC=C(C=C3C(NC(S3)=O)=O)C=C2)C=C1)C(=O)OC)N (5-[4-(4-(2-(4-Methylthio-2-aminobutyramido)-2-methoxycarbonylethyl)phenoxy)benzylidene]thiazolidin-2,4-dione hydrochloride).